From a dataset of the Open Reaction Database (ORD), a public repository of structured organic reaction records. describe an organic reaction: reactants, conditions, products, and yield Reactants: Cl (hydrochloric acid), [N-]=[N+]=[N-].[Na+] (sodium azide), [Cl-].[NH4+] (ammonium chloride), COC1=CC=C(C=C1)C=1N=C(OC1C1=CC=C(C=C1)OC)CCCCCC#N (6-[4,5-Bis(4-methoxyphenyl)-2-oxazolyl]hexanenitrile), [N-]=[N+]=[N-].[Na+] (sodium azide), [Cl-].[NH4+] (ammonium chloride). Isolated yield 44.9%. Reaction conditions: temperature 105 celsius, time 60 hour. Procedure: The procedure is as in Example 1. A mixture of 3.4 g of 6-[4,5-Bis(4-methoxyphenyl)-2-oxazolyl]hexanenitrile, 1.45 g of sodium azide and 1.76 g of ammonium chloride in 70 cm3 of dimethylformamide is heated to 105° C. for 60 hours. After the addition of sodium azide and ammonium chloride (in the same quantities as before), the mixture is brought again to 105° C. for 60 hours. At room temperature, the mixture is diluted with 210 cm3 of water, acidified with 2N hydrochloric acid and extracted with ... Run in O (water), CN(C=O)C (dimethylformamide). The product is COC1=CC=C(C=C1)C=1N=C(OC1C1=CC=C(C=C1)OC)CCCCCC1=NN=NN1 (5-{5-[4,5-bis(4-methoxyphenyl)-2-oxazolyl]pentyl}tetrazole). RXN SMILES: [CH3:1][O:2][C:3]1[CH:8]=[CH:7][C:6]([C:9]2[N:10]=[C:11]([CH2:22][CH2:23][CH2:24][CH2:25][CH2:26][C:27]#[N:28])[O:12][C:13]=2[C:14]2[CH:19]=[CH:18][C:17]([O:20][CH3:21])=[CH:16][CH:15]=2)=[CH:5][CH:4]=1.[N-:29]=[N+:30]=[N-:31].[Na+].[Cl-].[NH4+].Cl>CN(C)C=O.O>[CH3:1][O:2][C:3]1[CH:4]=[CH:5][C:6]([C:9]2[N:10]=[C:11]([CH2:22][CH2:23][CH2:24][CH2:25][CH2:26][C:27]3[NH:31][N:30]=[N:29][N:28]=3)[O:12][C:13]=2[C:14]2[CH:19]=[CH:18][C:17]([O:20][CH3:21])=[CH:16][CH:15]=2)=[CH:7][CH:8]=1 |f:1.2,3.4|. The reactants are polyphosphoric acid, FC=1C=C(C=CC1C(NC1=C(C(=CC=C1)C(=O)OC)O)=O)C1N(CCC1)C(=O)[O-] (2-(3-fluoro-4-(2-hydroxy-3-(methoxycarbonyl)phenylcarbamyl)phenyl)pyrrolidine-1-carboxylate), [OH-].[Na+] (sodium hydroxide). Solvent: O (Water). Run at temperature 180 celsius, time 0.5 hour. Yields the product FC1=C(C=CC(=C1)C1NCCC1)C=1OC2=C(N1)C=CC=C2C(=O)O (2-(2-fluoro-4-(pyrrolidin-2-yl)phenyl)benzo[d]oxazole-7-carboxylic acid). The yield is 68.7%. As a reaction SMILES: [F:1][C:2]1[CH:3]=[C:4]([CH:22]2[CH2:26][CH2:25][CH2:24][N:23]2C([O-])=O)[CH:5]=[CH:6][C:7]=1[C:8](=O)[NH:9][C:10]1[CH:15]=[CH:14][CH:13]=[C:12]([C:16]([O:18]C)=[O:17])[C:11]=1[OH:20].[OH-].[Na+]>O>[F:1][C:2]1[CH:3]=[C:4]([CH:22]2[CH2:26][CH2:25][CH2:24][NH:23]2)[CH:5]=[CH:6][C:7]=1[C:8]1[O:20][C:11]2[C:12]([C:16]([OH:18])=[O:17])=[CH:13][CH:14]=[CH:15][C:10]=2[N:9]=1 |f:1.2|. Reported procedure: The mixture of polyphosphoric acid (4 g) and 2-(3-fluoro-4-(2-hydroxy-3-(methoxycarbonyl)phenylcarbamyl)phenyl)pyrrolidine-1-carboxylate (1.1 g, 2.23 mmol) was stirred at 180° C. for 0.5 h under nitrogen, and then cooled to 0° C. Water (50 mL) was added to the mixture and adjusted to pH=7 with sodium hydroxide at 0° C., the solution was extracted with ethyl acetate; the liquid layer was adjusted to pH=5, the water was evaporated under vacuum, the methanol was added, filtered, the solvent was dri... Reactants: Grignard reagent, Grignard reagent, C(C1=CC=CC=C1)OC=1C(=NC=CC1)Br (3-Benzyloxy-2-bromopyridine), [Mg] (magnesium), BrCCC (1-bromopropane), II (iodine). The reagents and catalysts are C1=CC=C(C=C1)P(CCP(C2=CC=CC=C2)C3=CC=CC=C3)C4=CC=CC=C4.Cl[Ni]Cl ([1,2-bis(diphenylphosphino)ethane]dichloronickel(II)), BrCCC (1-bromopropane). Solvent: O (water), C(C)OCC (diethyl ether), C(C)OCC (diethyl ether). Reaction conditions: time 3 hour. Yields the product C(C1=CC=CC=C1)OC=1C(=NC=CC1)CCC (3-benzyloxy-2-propylpyridine). Yield: 71.7%. As a reaction SMILES: [Mg].II.Br[CH2:5][CH2:6][CH3:7].[CH2:8]([O:15][C:16]1[C:17](Br)=[N:18][CH:19]=[CH:20][CH:21]=1)[C:9]1[CH:14]=[CH:13][CH:12]=[CH:11][CH:10]=1>C(OCC)C.BrCCC.C1C=CC(P(C2C=CC=CC=2)CCP(C2C=CC=CC=2)C2C=CC=CC=2)=CC=1.Cl[Ni]Cl.O>[CH2:8]([O:15][C:16]1[C:17]([CH2:5][CH2:6][CH3:7])=[N:18][CH:19]=[CH:20][CH:21]=1)[C:9]1[CH:14]=[CH:13][CH:12]=[CH:11][CH:10]=1 |f:6.7|. Procedure details: Solid magnesium (0.7 g, 30 mmol) was stirred in 15 ml of dry diethyl ether under a nitrogen atmosphere. An iodine crystal and 1 drop of 1-bromopropane was added and the mixture was heated to reflux. The heating source was removed and the remaining 1-bromopropane (2.46 g, 20 mmol) was added in portions. The Grignard reagent was stirred for 1/2 hour at room temperature. 3-Benzyloxy-2-bromopyridine (3.66 g, 13.8 mmol) and a catalytic amount of [1,2-bis(diphenylphosphino)ethane]dichloronickel(II) wa... Reactants: ClCc1ccccc1, BrCc1ccccc1, CCO, Oc1ccccc1. Yields the product [Br-], ClCc1ccccc1, Oc1ccccc1. RXN SMILES: [CH2:1]([c:2]1[cH:3][cH:4][cH:5][cH:6][cH:7]1)[Cl:8].[CH2:9]([c:10]1[cH:11][cH:12][cH:13][cH:14][cH:15]1)[Br:16].[CH3:24][CH2:25][OH:26].[OH:17][c:18]1[cH:19][cH:20][cH:21][cH:22][cH:23]1>>[Br-:16].[CH2:1]([c:2]1[cH:3][cH:4][cH:5][cH:6][cH:7]1)[Cl:8].[OH:17][c:18]1[cH:19][cH:20][cH:21][cH:22][cH:23]1. The reactants are COC1=NC=C(C=C1)CC1=C(C=CC(=C1)OC1=C(C=C(C=C1C)C=O)C)OC (2-Methoxy-5-(2-methoxy-5-(2,6-dimethyl-4-formylphenoxy)benzyl)-pyridine), C(C)(=O)NCC(=O)O (N-acetylglycine), C(C)(=O)[O-].[Na+] (sodium acetate). Solvent: C(C)(=O)OC(C)=O (acetic anhydride). Run at time 24 hour. Product: CC=1OC(C(N1)=CC1=CC(=C(C(=C1)C)OC1=CC(=C(C=C1)OC)CC=1C=NC(=CC1)OC)C)=O (2-methyl-4-(3,5-dimethyl-4-(4-methoxy-3-(6-methoxy-3-pyridylmethyl)-phenoxy)-benzal)-5-oxazolone). Isolated yield 62.8%. As a reaction SMILES: [CH3:1][O:2][C:3]1[CH:8]=[CH:7][C:6]([CH2:9][C:10]2[CH:15]=[C:14]([O:16][C:17]3[C:22]([CH3:23])=[CH:21][C:20]([CH:24]=O)=[CH:19][C:18]=3[CH3:26])[CH:13]=[CH:12][C:11]=2[O:27][CH3:28])=[CH:5][N:4]=1.[C:29]([NH:32][CH2:33][C:34]([OH:36])=[O:35])(=O)[CH3:30].C([O-])(=O)C.[Na+]>C(OC(=O)C)(=O)C>[CH3:30][C:29]1[O:36][C:34](=[O:35])[C:33](=[CH:24][C:20]2[CH:21]=[C:22]([CH3:23])[C:17]([O:16][C:14]3[CH:13]=[CH:12][C:11]([O:27][CH3:28])=[C:10]([CH2:9][C:6]4[CH:5]=[N:4][C:3]([O:2][CH3:1])=[CH:8][CH:7]=4)[CH:15]=3)=[C:18]([CH3:26])[CH:19]=2)[N:32]=1 |f:2.3|. Procedure: 2-Methoxy-5-(2-methoxy-5-(2,6-dimethyl-4-formylphenoxy)benzyl)-pyridine (10.84 g), N-acetylglycine (5.38 g), sodium acetate (3.77 g) and acetic anhydride (70 ml) were stirred at 100±5°, (oil bath temperature) for 24 hours. The solution was cooled and evaporated to leave a brown gum which was triturated with water, then with methanol to afford 2-methyl-4-(3,5-dimethyl-4-(4-methoxy-3-(6-methoxy-3-pyridylmethyl)-phenoxy)-benzal)-5-oxazolone as a yellow solid (8.27 g, 64%), m.p. 164°-165°. Starting materials: C(C)N1N=C(C(=C1)C1=C2C(=NC=C1)NC=C2)C2=CC=C(N)C=C2 (4-[1-ethyl-4-(1H-pyrrolo[2,3-b]pyridin-4-yl)-1H-pyrazol-3-yl]aniline), C1(CCCC1)C(=O)Cl (cyclopentancarbonyl chloride). The product is C(C)N1N=C(C(=C1)C1=C2C(=NC=C1)NC=C2)C2=CC=C(C=C2)NC(=O)C2CCCC2 (N-{4-[1-Ethyl-4-(1H-pyrrolo[2,3-b]pyridin-4-yl)-1H-pyrazol-3-yl]phenyl}cyclopentanecarboxamide). RXN SMILES: [CH2:1]([N:3]1[CH:7]=[C:6]([C:8]2[CH:13]=[CH:12][N:11]=[C:10]3[NH:14][CH:15]=[CH:16][C:9]=23)[C:5]([C:17]2[CH:23]=[CH:22][C:20]([NH2:21])=[CH:19][CH:18]=2)=[N:4]1)[CH3:2].[CH:24]1([C:29](Cl)=[O:30])[CH2:28][CH2:27][CH2:26][CH2:25]1>>[CH2:1]([N:3]1[CH:7]=[C:6]([C:8]2[CH:13]=[CH:12][N:11]=[C:10]3[NH:14][CH:15]=[CH:16][C:9]=23)[C:5]([C:17]2[CH:23]=[CH:22][C:20]([NH:21][C:29]([CH:24]3[CH2:28][CH2:27][CH2:26][CH2:25]3)=[O:30])=[CH:19][CH:18]=2)=[N:4]1)[CH3:2]. Procedure: Following the procedure described in Example 1 with 4-[1-ethyl-4-(1H-pyrrolo[2,3-b]pyridin-4-yl)-1H-pyrazol-3-yl]aniline and cyclopentancarbonyl chloride provided the title compound. ESMS [M+H]+: 400.4 Reactants: C(C1=CC=CC=C1)(C1=CC=CC=C1)OCCCN1CCNCC1 (N-(3-benzhydroxypropyl)piperazine), COC=1C=C(C=CC1OCOCCOC)C=CC(=O)N1C(SCC1)=S (N-[3-[3-methoxy-4-(β-methoxyethoxymethoxy)phenyl]-2-propenoyl) thiazolidine-2-thione). The solvent is O1CCCC1 (tetrahydrofuran), O1CCCC1 (tetrahydrofuran). Yields the product COC=1C=C(C=CC1OCOCCOC)C=CC(=O)N1CCN(CC1)CCCOC(C1=CC=CC=C1)C1=CC=CC=C1 (N-[3-[3-methoxy-4-(β-methoxyethoxymetoxy) phenyl]-2-propenoyl]-N'-(3-benzhydroxypropyl)-piperazine). Yield: 94.0%. As a reaction SMILES: [CH:1]([O:14][CH2:15][CH2:16][CH2:17][N:18]1[CH2:23][CH2:22][NH:21][CH2:20][CH2:19]1)([C:8]1[CH:13]=[CH:12][CH:11]=[CH:10][CH:9]=1)[C:2]1[CH:7]=[CH:6][CH:5]=[CH:4][CH:3]=1.[CH3:24][O:25][C:26]1[CH:27]=[C:28]([CH:39]=[CH:40][C:41](N2CCSC2=S)=[O:42])[CH:29]=[CH:30][C:31]=1[O:32][CH2:33][O:34][CH2:35][CH2:36][O:37][CH3:38]>O1CCCC1>[CH3:24][O:25][C:26]1[CH:27]=[C:28]([CH:39]=[CH:40][C:41]([N:21]2[CH2:22][CH2:23][N:18]([CH2:17][CH2:16][CH2:15][O:14][CH:1]([C:2]3[CH:3]=[CH:4][CH:5]=[CH:6][CH:7]=3)[C:8]3[CH:13]=[CH:12][CH:11]=[CH:10][CH:9]=3)[CH2:19][CH2:20]2)=[O:42])[CH:29]=[CH:30][C:31]=1[O:32][CH2:33][O:34][CH2:35][CH2:36][O:37][CH3:38]. Reported procedure: To a solution of 620 mg (2 mmol) of the piperazine derivative in dry tetrahydrofuran (5 ml) was added a solution of 766 mg (2.0 mmol) of N-[3-[3-methoxy-4-(β-methoxyethoxymethoxy)phenyl]-2-propenoyl) thiazolidine-2-thione in dry tetrahydrofuran (5 ml), and the mixture was allowed to react at room temperature overnight under argon atmosphere. The reaction mixture was concentrated by evaporation under reduced pressure, diluted with N'chloroform and washed, in turn, with 2N aqueous solution of sodi...